Dataset: the Open Reaction Database (ORD), a public repository of structured organic reaction records. Task: describe an organic reaction: reactants, conditions, products, and yield Starting materials: N1=CC=C(C=C1)C(=O)N (pyridine-4-carboxamide), C1(CC1)C1=NC=C(N1C)C=O (2-cyclopropyl-3-methyl-3H-imidazole-4-carbaldehyde). The product is CN1C(=NC=C1C=O)C1=CC=NC=C1 (3-Methyl-2-pyridin-4-yl-3H-imidazole-4-carbaldehyde). As a reaction SMILES: [N:1]1[CH:6]=[CH:5][C:4]([C:7]([NH2:9])=O)=[CH:3][CH:2]=1.C1([C:13]2[N:17](C)[C:16]([CH:19]=[O:20])=[CH:15]N=2)CC1>>[CH3:13][N:17]1[C:16]([CH:19]=[O:20])=[CH:15][N:9]=[C:7]1[C:4]1[CH:5]=[CH:6][N:1]=[CH:2][CH:3]=1. Reported procedure: 3-Methyl-2-pyridin-4-yl-3H-imidazole-4-carbaldehyde was prepared from pyridine-4-carboxamide in the same manner as 2-cyclopropyl-3-methyl-3H-imidazole-4-carbaldehyde (Example 46). Product: Nc1c(O)cc(Cl)cc1C(=O)O. Starting materials: Cl, CCOC(=O)c1cc(Cl)cc(O)c1N. As a reaction SMILES: [ClH:15].[NH2:1][c:2]1[c:3]([C:4](=[O:5])[O:6][CH2:7][CH3:8])[cH:9][c:10]([Cl:14])[cH:11][c:12]1[OH:13]>>[NH2:1][c:2]1[c:3]([C:4](=[O:5])[OH:6])[cH:9][c:10]([Cl:14])[cH:11][c:12]1[OH:13]. Reactants: CCO, CN(CC(CC1CCC(F)(F)CC1)NC(=O)OC(C)(C)C)C(=O)OCC[Si](C)(C)C, Cc1ccccc1S(=O)(=O)O. Product: CN(CC(N)CC1CCC(F)(F)CC1)C(=O)OCC[Si](C)(C)C. As a reaction SMILES: [CH3:42][CH2:43][OH:44].[F:1][C:2]1([F:30])[CH2:3][CH2:4][CH:5]([CH2:8][CH:9]([CH2:10][N:11]([C:12](=[O:13])[O:14][CH2:15][CH2:16][Si:17]([CH3:18])([CH3:19])[CH3:20])[CH3:21])[NH:22][C:23](=[O:24])[O:25][C:26]([CH3:27])([CH3:28])[CH3:29])[CH2:6][CH2:7]1.[c:31]1([CH3:32])[c:33]([S:34]([OH:35])(=[O:36])=[O:37])[cH:38][cH:39][cH:40][cH:41]1>>[F:1][C:2]1([F:30])[CH2:3][CH2:4][CH:5]([CH2:8][CH:9]([CH2:10][N:11]([C:12](=[O:13])[O:14][CH2:15][CH2:16][Si:17]([CH3:18])([CH3:19])[CH3:20])[CH3:21])[NH2:22])[CH2:6][CH2:7]1. Starting materials: O=C([O-])[O-], C1CCNCC1, CC#N, O=[N+]([O-])c1ccc(CCl)cc1, [K+], [K+]. The product is O=[N+]([O-])c1ccc(CN2CCCCC2)cc1. RXN SMILES: [C:12](=[O:13])([O-:14])[O-:15].[CH2:18]1[CH2:19][CH2:20][NH:21][CH2:22][CH2:23]1.[CH3:24][C:25]#[N:26].[Cl:1][CH2:2][c:3]1[cH:4][cH:5][c:6]([N+:9](=[O:10])[O-:11])[cH:7][cH:8]1.[K+:16].[K+:17]>>[CH2:2]([c:3]1[cH:4][cH:5][c:6]([N+:9](=[O:10])[O-:11])[cH:7][cH:8]1)[N:21]1[CH2:20][CH2:19][CH2:18][CH2:23][CH2:22]1. The reactants are CC(C)(C)OC(=O)N1CCCC(c2cc(N(COCC[Si](C)(C)C)COCC[Si](C)(C)C)n3ncc(-c4cnc5ccccc5c4)c3n2)C1, CC#N, O=C1CCC(=O)N1Br. Product: CC(C)(C)OC(=O)N1CCCC(c2nc3c(-c4cnc5ccccc5c4)cnn3c(N(COCC[Si](C)(C)C)COCC[Si](C)(C)C)c2Br)C1. Reaction SMILES: [CH3:1][Si:2]([CH2:3][CH2:4][O:5][CH2:6][N:7]([c:8]1[cH:9][c:10]([CH:27]2[CH2:28][N:29]([C:33](=[O:34])[O:35][C:36]([CH3:37])([CH3:38])[CH3:39])[CH2:30][CH2:31][CH2:32]2)[n:11][c:12]2[n:13]1[n:14][cH:15][c:16]2-[c:17]1[cH:18][n:19][c:20]2[cH:21][cH:22][cH:23][cH:24][c:25]2[cH:26]1)[CH2:40][O:41][CH2:42][CH2:43][Si:44]([CH3:45])([CH3:46])[CH3:47])([CH3:48])[CH3:49].[CH3:58][C:59]#[N:60].[O:50]=[C:51]1[N:52]([Br:57])[C:53](=[O:54])[CH2:55][CH2:56]1>>[CH3:1][Si:2]([CH2:3][CH2:4][O:5][CH2:6][N:7]([c:8]1[c:9]([Br:57])[c:10]([CH:27]2[CH2:28][N:29]([C:33](=[O:34])[O:35][C:36]([CH3:37])([CH3:38])[CH3:39])[CH2:30][CH2:31][CH2:32]2)[n:11][c:12]2[n:13]1[n:14][cH:15][c:16]2-[c:17]1[cH:18][n:19][c:20]2[cH:21][cH:22][cH:23][cH:24][c:25]2[cH:26]1)[CH2:40][O:41][CH2:42][CH2:43][Si:44]([CH3:45])([CH3:46])[CH3:47])([CH3:48])[CH3:49].